This data is from the Open Reaction Database (ORD), a public repository of structured organic reaction records. The task is: describe an organic reaction: reactants, conditions, products, and yield The reactants are O=C(n1ccnc1)n1ccnc1, Cc1sc(C)c2c(=O)n3cc(C(=O)O)ccc3nc12, CN(C)C=O, Nc1nnn[nH]1, O. Product: Cc1sc(C)c2c(=O)n3cc(C(=O)Nc4nnn[nH]4)ccc3nc12. Reaction SMILES: [C:20]([n:21]1[cH:22][cH:23][n:24][cH:25]1)([n:26]1[cH:27][cH:28][n:29][cH:30]1)=[O:31].[CH3:1][c:2]1[s:3][c:4]([CH3:19])[c:5]2[n:6][c:7]3[n:8]([c:9](=[O:11])[c:10]12)[cH:12][c:13]([C:16](=[O:17])[OH:18])[cH:14][cH:15]3.[CH3:39][N:40]([CH3:41])[CH:42]=[O:43].[NH2:33][c:34]1[n:35][n:36][n:37][nH:38]1.[OH2:32]>>[CH3:1][c:2]1[s:3][c:4]([CH3:19])[c:5]2[n:6][c:7]3[n:8]([c:9](=[O:11])[c:10]12)[cH:12][c:13]([C:16](=[O:18])[NH:33][c:34]1[n:35][n:36][n:37][nH:38]1)[cH:14][cH:15]3. The reactants are [H-].[K+] (potassium hydride), C(C)(C)(C)OC(=O)N1CCC(CC1)(SC=1C=C(C=CC1)C)CO (N-tert-Butoxycarbonyl-4-hydroxymethyl-4-(3-tolylsulfanyl)piperidine), CI (methyl iodide), resultant mixture. Solvent: C1CCOC1 (THF). Reaction conditions: temperature 0 celsius, time 8 hour. Yields the product C(C)(C)(C)OC(=O)N1CCC(CC1)(SC=1C=C(C=CC1)C)COC (N-tert-Butoxycarbonyl-4-methoxymethyl-4-(3-tolylsulfanyl)piperidine). Reaction SMILES: [H-].[K+].[C:3]([O:7][C:8]([N:10]1[CH2:15][CH2:14][C:13]([CH2:24][OH:25])([S:16][C:17]2[CH:18]=[C:19]([CH3:23])[CH:20]=[CH:21][CH:22]=2)[CH2:12][CH2:11]1)=[O:9])([CH3:6])([CH3:5])[CH3:4].[CH3:26]I>C1COCC1>[C:3]([O:7][C:8]([N:10]1[CH2:11][CH2:12][C:13]([CH2:24][O:25][CH3:26])([S:16][C:17]2[CH:18]=[C:19]([CH3:23])[CH:20]=[CH:21][CH:22]=2)[CH2:14][CH2:15]1)=[O:9])([CH3:6])([CH3:5])[CH3:4] |f:0.1|. Reported procedure: To a suspension of potassium hydride (0.18 g, dry weight, 4.5 mmol; obtained from washing 0.52 g of 35% potassium hydride dispersion in mineral oil with hexanes and drying under a stream of argon) in anhydrous THF (25 mL), N-tert-butoxycarbonyl-4-(3-tolylsulfanyl)-4-hydroxymethylpiperidine (0.96 g, 2.8 mmol; Example 106, Step B) in THF (5 mL) was added. The resultant mixture was stirred at room temp. for 1 h., and treated with methyl iodide (0.31 mL, 4.97 mmol). The reacting mixture was stirred ... Reactants: [Mg] (magnesium), BrCCBr (1,2-dibromoethane), C(C)(C)(C)P(Cl)C(C)(C)C (di-t-butylchlorophosphine), CN(C)C1=C(C=CC=C1)C1=C(C=CC=C1)P(C1CCCCC1)C1CCCCC1 (2-(N,N-Dimethylamino)-2′-(dicyclohexylphosphino)biphenyl). The reagents and catalysts are [Cu]Cl (copper (I) chloride). The solvent is C1CCOC1 (THF), C1CCOC1 (THF), C1CCOC1 (THF). Conditions: time 15 minute. Yields the product C(C)(C)(C)P(C1=C(C=CC=C1)C=1C(=CC=CC1)C1=CC=CC=C1)C(C)(C)C (o-di-t-butylphosphino-o-terphenyl). Yield: 26.0%. As a reaction SMILES: [Mg].Br[CH2:3][CH2:4]Br.CN([C:9]1[CH:14]=[CH:13][CH:12]=[CH:11][C:10]=1[C:15]1[CH:20]=[CH:19][CH:18]=[CH:17][C:16]=1P(C1CCCCC1)C1CCCCC1)C.[C:34]([P:38]([C:40]([CH3:43])([CH3:42])[CH3:41])Cl)([CH3:37])([CH3:36])[CH3:35]>C1COCC1.[Cu]Cl>[C:34]([P:38]([C:40]([CH3:43])([CH3:42])[CH3:41])[C:4]1[CH:3]=[CH:11][CH:10]=[CH:9][C:14]=1[C:9]1[C:10]([C:15]2[CH:20]=[CH:19][CH:18]=[CH:17][CH:16]=2)=[CH:11][CH:12]=[CH:13][CH:14]=1)([CH3:37])([CH3:36])[CH3:35]. Procedure details: An oven-dried Schlenk tube was cooled to room temperature under an argon purge, and was charged with magnesium turnings (54 mg, 2.2 mmol), THF (2 mL), and 1,2-dibromoethane (9 μL). The mixture was stirred at room temperature for 15 min, then a solution of 2 (618 mg, 2.0 mmol) in 1 mL THF was added dropwise. The mixture was stirred at rt for 1 h, then the septum was removed from the flask, and copper (I) chloride (283 mg, 2.1 mmol) was added. The tube was capped with the septum and purged with ar...